Dataset: the Open Reaction Database (ORD), a public repository of structured organic reaction records. Task: describe an organic reaction: reactants, conditions, products, and yield Reactants: N(=[N+]=[N-])C1=C(C(=NC=C1)C(=O)NC1=CC=C(C=C1)OC1=CC=CC=C1)O (4-azido-3-hydroxy-N-para-phenoxyphenylpicolinamide). Reagents/catalysts: [Pd] (palladium on carbon). Solvent: C(C)O.C(C)(=O)OCC (ethanol ethyl acetate). Reaction conditions: time 4.5 hour. The product is NC1=C(C(=NC=C1)C(=O)NC1=CC=C(C=C1)OC1=CC=CC=C1)O (4-Amino-3-Hydroxy-N-Para-Phenoxyphenylpicolinamide). The yield is 76.4%. Reaction SMILES: [N:1]([C:4]1[CH:9]=[CH:8][N:7]=[C:6]([C:10]([NH:12][C:13]2[CH:18]=[CH:17][C:16]([O:19][C:20]3[CH:25]=[CH:24][CH:23]=[CH:22][CH:21]=3)=[CH:15][CH:14]=2)=[O:11])[C:5]=1[OH:26])=[N+]=[N-]>C(O)C.C(OCC)(=O)C.[Pd]>[NH2:1][C:4]1[CH:9]=[CH:8][N:7]=[C:6]([C:10]([NH:12][C:13]2[CH:14]=[CH:15][C:16]([O:19][C:20]3[CH:25]=[CH:24][CH:23]=[CH:22][CH:21]=3)=[CH:17][CH:18]=2)=[O:11])[C:5]=1[OH:26] |f:1.2|. Reported procedure: To 0.14 g of 4-azido-3-hydroxy-N-para-phenoxyphenylpicolinamide (obtained from the compound of the Preparation Example according to the methods described in Examples a) to g)) dissolved in a mixture of ethanol/ethyl acetate, 1:2, there is added a spatula tip of 10% palladium on carbon. Hydrogenation is carried out at 20 bars pressure and ambient temperature for 4-5 hours. After filtration, concentration and chromatography of the residue in ethyl acetate, there is obtained 0.099 g of a white soli... Reactants: [Br-], [Br-], [Br-], CC(C)CC(=O)c1cccc2ccccc12, C1CCOC1, C[N+](C)(C)c1ccccc1, C[N+](C)(C)c1ccccc1, C[N+](C)(C)c1ccccc1. Yields the product CC(C)C(Br)C(=O)c1cccc2ccccc12. RXN SMILES: [Br-:17].[Br-:18].[Br-:19].[CH3:1][CH:2]([CH2:3][C:4](=[O:5])[c:6]1[cH:7][cH:8][cH:9][c:10]2[cH:11][cH:12][cH:13][cH:14][c:15]12)[CH3:16].[O:50]1[CH2:51][CH2:52][CH2:53][CH2:54]1.[c:20]1([N+:21]([CH3:22])([CH3:23])[CH3:24])[cH:25][cH:26][cH:27][cH:28][cH:29]1.[c:30]1([N+:31]([CH3:32])([CH3:33])[CH3:34])[cH:35][cH:36][cH:37][cH:38][cH:39]1.[c:40]1([N+:41]([CH3:42])([CH3:43])[CH3:44])[cH:45][cH:46][cH:47][cH:48][cH:49]1>>[CH3:1][CH:2]([CH:3]([C:4](=[O:5])[c:6]1[cH:7][cH:8][cH:9][c:10]2[cH:11][cH:12][cH:13][cH:14][c:15]12)[Br:17])[CH3:16]. The reactants are C1(=CC=CC=C1)C1(CC1)C(=O)Cl (1-phenylcyclopropanecarbonyl chloride), N12CC(C(CC1)CC2)O (3-quinuclidinol). The product is Cl.C1(=CC=CC=C1)C1(CC1)C(=O)OC1CN2CCC1CC2 (3-Quinuclidinyl 1-phenylcyclopropanecarboxylate hydrochloride). Reaction SMILES: [C:1]1([C:7]2([C:10]([Cl:12])=[O:11])[CH2:9][CH2:8]2)[CH:6]=[CH:5][CH:4]=[CH:3][CH:2]=1.[N:13]12[CH2:20][CH2:19][CH:16]([CH2:17][CH2:18]1)[CH:15]([OH:21])[CH2:14]2>>[ClH:12].[C:1]1([C:7]2([C:10]([O:21][CH:15]3[CH:16]4[CH2:19][CH2:20][N:13]([CH2:18][CH2:17]4)[CH2:14]3)=[O:11])[CH2:8][CH2:9]2)[CH:6]=[CH:5][CH:4]=[CH:3][CH:2]=1 |f:2.3|. Procedure details: The title compound was prepared in analogous manner to that in Example 4. The 1-phenylcyclopropanecarbonyl chloride obtained after the chlorination step was reacted with 3-quinuclidinol at 80° C. for 21 h. The reaction mixture was filtered and chromatographed on silica gel using toluene-Et3N 95:5 as eluent. The yield was 0.76 g (40%); mp 229-233° C.; 1H NMR (D2O) δ 1.42-1.48 (m, 2H), 1.72-1.78 (m, 2H), 1.81-1.98 (m, 3H), 2.10 (m, 1H), 2.40 (m, 1H), 3.14 (m, 1H), 3.25-3.41 (m, 4H), 3.71 (m, 1H), ... Reactants: C(C1=CC=CC=C1)(N)=NO (Benzamide oxime), S1C(=CC=C1)C(=O)Cl (2-thiophenecarbonyl chloride), O (Water), [OH-].[Na+] (sodium hydroxide). The solvent is CC(=O)C (acetone). Reaction conditions: temperature 20 celsius, time 15 minute. Yields the product C1(=CC=CC=C1)C1=NOC(=N1)C=1SC=CC1 (3-Phenyl-5-(2-thienyl)-1,2,4-oxadiazole), solid. Yield: 83.0%. Reaction SMILES: [C:1](=[N:9][OH:10])([NH2:8])[C:2]1[CH:7]=[CH:6][CH:5]=[CH:4][CH:3]=1.[OH-].[Na+].[S:13]1[CH:17]=[CH:16][CH:15]=[C:14]1[C:18](Cl)=O.O>CC(C)=O>[C:2]1([C:1]2[N:8]=[C:18]([C:14]3[S:13][CH:17]=[CH:16][CH:15]=3)[O:10][N:9]=2)[CH:7]=[CH:6][CH:5]=[CH:4][CH:3]=1 |f:1.2|. Procedure: Benzamide oxime (5.00 g, 36.7 mmol) was dissolved in acetone (50 mL) at 0° C. The solution was stirred and 50% aqueous sodium hydroxide (4.5 mL) added. An exotherm was noted and a precipitate formed in the reaction mixture. The exotherm lasted for about 15 minutes and the slurry became thick. The solution was warmed to 20° C. and external cooling was added. The 2-thiophenecarbonyl chloride (5.36, 36.7 mmol) was added over 15 minutes maintaining the reaction mixture below 30° C. The reaction was ... The reactants are C(C1=CC=CC=C1)(=O)C1=CC=C(O1)C(=O)O (5-Benzoyl-furan-2-carboxylic acid), C(C)OC(C=CC1=CC(=CC=C1)N)=O (3-(3-Amino-phenyl)-acrylic acid ethyl ester), CCN(C(C)C)C(C)C (DIPEA). Run in CN(C)C=O (DMF). Yields the product C(C)OC(C=CC1=CC(=CC=C1)NC(=O)C=1OC(=CC1)C(C1=CC=CC=C1)=O)=O (3-{3-[(5-Benzoyl-furan-2-carbonyl)-amino]-phenyl}-acrylic acid ethyl ester). As a reaction SMILES: [C:1]([C:9]1[O:13][C:12]([C:14]([OH:16])=O)=[CH:11][CH:10]=1)(=[O:8])[C:2]1[CH:7]=[CH:6][CH:5]=[CH:4][CH:3]=1.[CH2:17]([O:19][C:20](=[O:30])[CH:21]=[CH:22][C:23]1[CH:28]=[CH:27][CH:26]=[C:25]([NH2:29])[CH:24]=1)[CH3:18].CCN(C(C)C)C(C)C>CN(C=O)C>[CH2:17]([O:19][C:20](=[O:30])[CH:21]=[CH:22][C:23]1[CH:28]=[CH:27][CH:26]=[C:25]([NH:29][C:14]([C:12]2[O:13][C:9]([C:1](=[O:8])[C:2]3[CH:3]=[CH:4][CH:5]=[CH:6][CH:7]=3)=[CH:10][CH:11]=2)=[O:16])[CH:24]=1)[CH3:18]. Reported procedure: Acid (9) (48 mg, 0.22 mmol) was coupled to aniline (2) (43 mg, 0.22 mmol) using Method B, except that DIPEA (57 mg, 0.44 mmol) and DMF (0.5 mL) were used. The crude product was purified by preparative HPLC to give the title compound. Yield: 28 mg; LC-MS tr 41.54 min; MS (ES+) m/z 389 (M+H) Starting materials: [H-].[Na+] (Sodium hydride), suspension, C(C1=CC=CC=C1)OC(NC=1C(=NC=CC1)O)=O ((2-hydroxypyridin-3-yl)carbamic acid benzyl ester), BrCC(=O)OC(C)(C)C (tert-butyl bromoacetate). Solvent: C1CCOC1 (THF). Conditions: temperature 0 celsius, time 20 minute. Product: C(C)(C)(C)OC(CN1C(C(=CC=C1)NC(=O)OCC1=CC=CC=C1)=O)=O ((3-benzyloxycarbonylamino-2-oxo-2h-pyridin-1-yl)acetic acid tert-butyl ester). Isolated yield 85.0%. As a reaction SMILES: [H-].[Na+].[CH2:3]([O:10][C:11](=[O:20])[NH:12][C:13]1[C:14]([OH:19])=[N:15][CH:16]=[CH:17][CH:18]=1)[C:4]1[CH:9]=[CH:8][CH:7]=[CH:6][CH:5]=1.Br[CH2:22][C:23]([O:25][C:26]([CH3:29])([CH3:28])[CH3:27])=[O:24]>C1COCC1>[C:26]([O:25][C:23](=[O:24])[CH2:22][N:15]1[CH:16]=[CH:17][CH:18]=[C:13]([NH:12][C:11]([O:10][CH2:3][C:4]2[CH:9]=[CH:8][CH:7]=[CH:6][CH:5]=2)=[O:20])[C:14]1=[O:19])([CH3:29])([CH3:28])[CH3:27] |f:0.1|. Reported procedure: Sodium hydride (0.070 g of a 60% suspension in mineral oil, 1.75 mmol, 1.0 equiv) was added to a solution of (2-hydroxypyridin-3-yl)carbamic acid benzyl ester prepared as described in Example 1) (0.415 g, 1.70 mmol, 1 equiv) in THF (20 mL) at 0° C. The reaction mixture was stirred for 20 min at 0° C., then tert-butyl bromoacetate (0.275 mL, 1.86 mmol, 1.1 equiv) was added. The reaction mixture was warmed to 23° C. for 45 min, then was partitioned between 0.5 M HCl (150 mL) and EtOAc (2×100 mL). ... Starting materials: C=CCC1(Cc2ccc(F)cc2)CCN(Cc2cc(OC)c(OC)c(OC)c2)C1=O, B1C2CCCC1CCC2, [Na+], C1CCOC1, [OH-], OO. The product is COc1cc(CN2CCC(CCCO)(Cc3ccc(F)cc3)C2=O)cc(OC)c1OC. RXN SMILES: [CH3:1][O:2][c:3]1[cH:4][c:5]([CH2:6][N:7]2[C:8](=[O:23])[C:9]([CH2:12][CH:13]=[CH2:14])([CH2:15][c:16]3[cH:17][cH:18][c:19]([F:22])[cH:20][cH:21]3)[CH2:10][CH2:11]2)[cH:24][c:25]([O:29][CH3:30])[c:26]1[O:27][CH3:28].[CH:31]12[CH2:32][CH2:33][CH2:34][CH:35]([BH:36]1)[CH2:37][CH2:38][CH2:39]2.[Na+:41].[O:44]1[CH2:45][CH2:46][CH2:47][CH2:48]1.[OH-:40].[OH:42][OH:43]>>[CH3:1][O:2][c:3]1[cH:4][c:5]([CH2:6][N:7]2[C:8](=[O:23])[C:9]([CH2:12][CH2:13][CH2:14][OH:40])([CH2:15][c:16]3[cH:17][cH:18][c:19]([F:22])[cH:20][cH:21]3)[CH2:10][CH2:11]2)[cH:24][c:25]([O:29][CH3:30])[c:26]1[O:27][CH3:28]. Reactants: ClC=1C=NC=C(C1SC1=C(C=C(S1)C(=O)Cl)[N+](=O)[O-])Cl (5-[(3,5-dichloro-4-pyridyl)sulfanyl]-4-nitro-thiophene-2-carbonyl chloride), COC1=C(N)C=C(C=C1)Cl (2-methoxy-5-chloroaniline). Yields the product ClC=1C=CC(=C(C1)NC(=O)C=1SC(=C(C1)[N+](=O)[O-])SC1=C(C=NC=C1Cl)Cl)OC (N-(5-chloro-2-methoxyphenyl)-5-((3,5-dichloropyridin-4-yl)thio)-4-nitrothiophene-2-carboxamide), solid. Yield: 69.0%. As a reaction SMILES: [Cl:1][C:2]1[CH:3]=[N:4][CH:5]=[C:6]([Cl:20])[C:7]=1[S:8][C:9]1[S:13][C:12]([C:14](Cl)=[O:15])=[CH:11][C:10]=1[N+:17]([O-:19])=[O:18].[CH3:21][O:22][C:23]1[CH:29]=[CH:28][C:27]([Cl:30])=[CH:26][C:24]=1[NH2:25]>>[Cl:30][C:27]1[CH:28]=[CH:29][C:23]([O:22][CH3:21])=[C:24]([NH:25][C:14]([C:12]2[S:13][C:9]([S:8][C:7]3[C:2]([Cl:1])=[CH:3][N:4]=[CH:5][C:6]=3[Cl:20])=[C:10]([N+:17]([O-:19])=[O:18])[CH:11]=2)=[O:15])[CH:26]=1. Reported procedure: Prepared according to the procedure described for example 50 from 5-[(3,5-dichloro-4-pyridyl)sulfanyl]-4-nitro-thiophene-2-carbonyl chloride (120 mg, 0.33 mmol) and 2-methoxy-5-chloroaniline (61 mg, 0.39 mmol). The title compound was obtained as a yellow solid (110 mg, 69% yield). 1H NMR (400 MHz, d6-DMSO) δ: 10.17 (1H, s), 9.00 (2H, s), 8.76 (1H, s), 7.57 (1H, m), 7.27 (1H, m), 7.13 (1H, m), 3.83 (3H, s). MS m/z: 488.02, 490.07 [M+H]+.